This data is from the Open Reaction Database (ORD), a public repository of structured organic reaction records. The task is: describe an organic reaction: reactants, conditions, products, and yield The reactants are FC1=C(C=CC(=C1)F)[C@]1(OC1)[C@@H](C)N1N=CN=N1 ((2S)-2-(2,4-difluorophenyl)-2-[(1R)-1-(2H-tetrazol-2-yl)ethyl]oxirane), O (water), N1N=CN=C1 (1H-1,2,4-Triazole), [H-].[Na+] (sodium hydride). The solvent is CN(C=O)C (dimethylformamide), C(C)(=O)OCC (ethyl acetate), oil, CN(C=O)C (dimethylformamide). Run at time 10 minute. Yields the product FC1=C(C=CC(=C1)F)[C@@](CN1N=CN=C1)([C@@H](C)N1N=CN=N1)O ((2R,3R)-2-(2,4-Difluorophenyl)-3-(2H-tetrazol-2-yl)-1-(1H-1,2,4-triazol-1-yl)-2-butanol). Isolated yield 52.9%. RXN SMILES: [NH:1]1[CH:5]=[N:4][CH:3]=[N:2]1.[H-].[Na+].[F:8][C:9]1[CH:14]=[C:13]([F:15])[CH:12]=[CH:11][C:10]=1[C@:16]1([C@H:19]([N:21]2[N:25]=[N:24][CH:23]=[N:22]2)[CH3:20])[CH2:18][O:17]1.O>CN(C)C=O.C(OCC)(=O)C>[F:8][C:9]1[CH:14]=[C:13]([F:15])[CH:12]=[CH:11][C:10]=1[C@:16]([OH:17])([C@H:19]([N:21]1[N:25]=[N:24][CH:23]=[N:22]1)[CH3:20])[CH2:18][N:1]1[CH:5]=[N:4][CH:3]=[N:2]1 |f:1.2|. Reported procedure: 1H-1,2,4-Triazole (48 mg) was added to a dispersion of 60% sodium hydride in oil (27 mg) in dimethylformamide (1.1 ml) under ice-cooling and the resulting mixture was stirred for 10 minutes at room temperature. After addition of a solution of (2S)-2-(2,4-difluorophenyl)-2-[(1R)-1-(2H-tetrazol-2-yl)ethyl]oxirane (89 mg) in dimethylformamide (0.7 ml), the mixture was heated for 5 hours at 50° C. and cooled. Cold water (10 ml) and ethyl acetate (20 ml) were added to the reaction mixture. The separa...